This data is from the Open Reaction Database (ORD), a public repository of structured organic reaction records. The task is: describe an organic reaction: reactants, conditions, products, and yield Starting materials: O=C(Cl)c1ccccc1, C[Si](C)(C)Cl, Nc1nc2c(ncn2CC(O)CF)c(=O)[nH]1, N, O, c1ccncc1. Yields the product O=C(Nc1nc2c(ncn2CC(O)CF)c(=O)[nH]1)c1ccccc1. Reaction SMILES: [C:22]([c:23]1[cH:24][cH:25][cH:26][cH:27][cH:28]1)(=[O:29])[Cl:30].[Cl:1][Si:2]([CH3:3])([CH3:4])[CH3:5].[F:6][CH2:7][CH:8]([CH2:9][n:10]1[c:11]2[n:12][c:13]([NH2:20])[nH:14][c:15](=[O:19])[c:16]2[n:17][cH:18]1)[OH:21].[NH3:31].[OH2:38].[cH:32]1[cH:33][cH:34][n:35][cH:36][cH:37]1>>[F:6][CH2:7][CH:8]([CH2:9][n:10]1[c:11]2[n:12][c:13]([NH:20][C:22]([c:23]3[cH:24][cH:25][cH:26][cH:27][cH:28]3)=[O:29])[nH:14][c:15](=[O:19])[c:16]2[n:17][cH:18]1)[OH:21]. Starting materials: BrC1=CC=2C3=C(NC2C=C1)CCN(C3)C3=NC=C(C=N3)C(=O)OC (methyl 2-(8-bromo-1,3,4,5-tetrahydro-2H-pyrido[4,3-b]indol-2-yl)pyrimidine-5-carboxylate), C(=O)([O-])[O-].[Cs+].[Cs+] (Cs2CO3), C(=O)C1=CC=C(C=C1)B(O)O (4-formylphenylboronic acid). The reagents and catalysts are C=1C=CC(=CC1)[P](C=2C=CC=CC2)(C=3C=CC=CC3)[Pd]([P](C=4C=CC=CC4)(C=5C=CC=CC5)C=6C=CC=CC6)([P](C=7C=CC=CC7)(C=8C=CC=CC8)C=9C=CC=CC9)[P](C=1C=CC=CC1)(C=1C=CC=CC1)C=1C=CC=CC1 (tetrakis(triphenylphosphine)palladium(0)). Run in C1CCOC1 (THF), C1CCOC1 (THF). Reaction conditions: temperature 80 celsius, time 12 hour. Product: COC(=O)C=1C=NC(=NC1)N1CC2=C(NC=3C=CC(=CC23)C2=CC=C(C=C2)C=O)CC1 (Methyl-2-{8-[4-(formyl)phenyl]-1,3,4,5-tetrahydro-2H-pyrido[4,3-b]indol-2-yl}pyrimidine-5-carboxylate). As a reaction SMILES: Br[C:2]1[CH:10]=[CH:9][C:8]2[NH:7][C:6]3[CH2:11][CH2:12][N:13]([C:15]4[N:20]=[CH:19][C:18]([C:21]([O:23][CH3:24])=[O:22])=[CH:17][N:16]=4)[CH2:14][C:5]=3[C:4]=2[CH:3]=1.C([O-])([O-])=O.[Cs+].[Cs+].[CH:31]([C:33]1[CH:38]=[CH:37][C:36](B(O)O)=[CH:35][CH:34]=1)=[O:32]>C1COCC1.C1C=CC([P]([Pd]([P](C2C=CC=CC=2)(C2C=CC=CC=2)C2C=CC=CC=2)([P](C2C=CC=CC=2)(C2C=CC=CC=2)C2C=CC=CC=2)[P](C2C=CC=CC=2)(C2C=CC=CC=2)C2C=CC=CC=2)(C2C=CC=CC=2)C2C=CC=CC=2)=CC=1>[CH3:24][O:23][C:21]([C:18]1[CH:17]=[N:16][C:15]([N:13]2[CH2:12][CH2:11][C:6]3[NH:7][C:8]4[CH:9]=[CH:10][C:2]([C:36]5[CH:37]=[CH:38][C:33]([CH:31]=[O:32])=[CH:34][CH:35]=5)=[CH:3][C:4]=4[C:5]=3[CH2:14]2)=[N:20][CH:19]=1)=[O:22] |f:1.2.3,^1:50,52,71,90|. Reported procedure: To a 0° C. solution of Example 33 (1.5 g, 3.37 mmol) in THF:H20 (4:1) were added Cs2CO3 (10.07 g, 30.99 mmol) and 4-formylphenylboronic acid (1.158 g, 7.75 mmol). The reaction mixture was thoroughly degassed and freshly prepared tetrakis(triphenylphosphine)palladium(0) (1.119 g, 0.96 mmol) was added under nitrogen atmosphere at room temperature. The reaction mixture temperature was raised to 80° C. and continued stirring for 12 hr. The progress of the reaction was monitored by TLC and upon compl... Reactants: C(CC)C1=NC2=C(N1CC1=CC=C(C=C1)C1=C(C=CC=C1)C1=NN=NN1C(C1=CC=CC=C1)(C1=CC=CC=C1)C1=CC=CC=C1)C=C(C=C2)N2C(N(CCC2)CC2=CC=CC=C2)=O (4'-[[2-n-propyl-6-(3-benzyl-3,4,5,6-tetrahydro-2(1H)-pyrimidinon-1-yl)-benzimidazol-1-yl]methyl]-2-(1-triphenylmethyl-tetrazol-5-yl)-biphenyl), CO (methanol). Run in Cl (hydrochloric acid). The product is C(CC)C1=NC2=C(N1CC1=CC=C(C=C1)C1=C(C=CC=C1)C1=NN=NN1)C=C(C=C2)N2C(N(CCC2)CC2=CC=CC=C2)=O (4'-[[2-n-Propyl-6-(3-benzyl-3,4,5,6-tetrahydro-2(1H)-pyrimidinon-1-yl)-benzimidazol-1-yl]methyl]-2-(1H-tetrazol-5-yl)-biphenyl). RXN SMILES: [CH2:1]([C:4]1[N:8]([CH2:9][C:10]2[CH:15]=[CH:14][C:13]([C:16]3[CH:21]=[CH:20][CH:19]=[CH:18][C:17]=3[C:22]3[N:26](C(C4C=CC=CC=4)(C4C=CC=CC=4)C4C=CC=CC=4)[N:25]=[N:24][N:23]=3)=[CH:12][CH:11]=2)[C:7]2[CH:46]=[C:47]([N:50]3[CH2:55][CH2:54][CH2:53][N:52]([CH2:56][C:57]4[CH:62]=[CH:61][CH:60]=[CH:59][CH:58]=4)[C:51]3=[O:63])[CH:48]=[CH:49][C:6]=2[N:5]=1)[CH2:2][CH3:3].CO>Cl>[CH2:1]([C:4]1[N:8]([CH2:9][C:10]2[CH:11]=[CH:12][C:13]([C:16]3[CH:21]=[CH:20][CH:19]=[CH:18][C:17]=3[C:22]3[NH:23][N:24]=[N:25][N:26]=3)=[CH:14][CH:15]=2)[C:7]2[CH:46]=[C:47]([N:50]3[CH2:55][CH2:54][CH2:53][N:52]([CH2:56][C:57]4[CH:58]=[CH:59][CH:60]=[CH:61][CH:62]=4)[C:51]3=[O:63])[CH:48]=[CH:49][C:6]=2[N:5]=1)[CH2:2][CH3:3]. Procedure: Prepared analogously to Example 55 from 4'-[[2-n-propyl-6-(3-benzyl-3,4,5,6-tetrahydro-2(1H)-pyrimidinon-1-yl)-benzimidazol-1-yl]methyl]-2-(1-triphenylmethyl-tetrazol-5-yl)-biphenyl and methanol in methanolic hydrochloric acid. Reactants: ClC1=NC=NC(=C1)Cl (4,6-dichloropyrimidine), N1CCCCC1 (piperidine). Run in O (water). Reaction conditions: temperature 115 celsius, time 16 hour. Product: ClC1=NC=NC(=C1)N1CCCCC1 (4-Chloro-6-piperidin-1-ylpyrimidine). Reaction SMILES: Cl[C:2]1[CH:7]=[C:6]([Cl:8])[N:5]=[CH:4][N:3]=1.[NH:9]1[CH2:14][CH2:13][CH2:12][CH2:11][CH2:10]1>O>[Cl:8][C:6]1[CH:7]=[C:2]([N:9]2[CH2:14][CH2:13][CH2:12][CH2:11][CH2:10]2)[N:3]=[CH:4][N:5]=1. Reported procedure: A mixture of 10.0 g (67.1 mmol) of 4,6-dichloropyrimidine and 5.7 g (67.1 mmol) of piperidine in 100 ml of water is stirred at a bath temperature of 115° C. for 16 h. After cooling to RT, the precipitate is filtered off, washed with water and dried under reduced pressure. Starting materials: Cc1ccccc1, O=Cc1ccc(C#Cc2ccc(Cl)cc2)cc1, CC1(C)OC(=O)c2cc(N)ccc2O1, O. The product is CC1(C)OC(=O)c2cc(N=Cc3ccc(C#Cc4ccc(Cl)cc4)cc3)ccc2O1. As a reaction SMILES: [CH3:33][c:34]1[cH:35][cH:36][cH:37][cH:38][cH:39]1.[Cl:1][c:2]1[cH:3][cH:4][c:5]([C:8]#[C:9][c:10]2[cH:11][cH:12][c:13]([CH:14]=[O:15])[cH:16][cH:17]2)[cH:6][cH:7]1.[NH2:18][c:19]1[cH:20][c:21]2[c:22]([cH:30][cH:31]1)[O:23][C:24]([CH3:28])([CH3:29])[O:25][C:26]2=[O:27].[OH2:32]>>[Cl:1][c:2]1[cH:3][cH:4][c:5]([C:8]#[C:9][c:10]2[cH:11][cH:12][c:13]([CH:14]=[N:18][c:19]3[cH:20][c:21]4[c:22]([cH:30][cH:31]3)[O:23][C:24]([CH3:28])([CH3:29])[O:25][C:26]4=[O:27])[cH:16][cH:17]2)[cH:6][cH:7]1. Reactants: 2h, CC1=CC=C(O1)C(=O)OC (Methyl 5-methyl-2-furoate), [OH-].[K+] (potassium hydroxide). The solvent is CO (methanol), O (water). Product: CC1=CC=C(O1)C(=O)O (5-Methyl-2-furoic acid). The yield is 94.1%. As a reaction SMILES: [CH3:1][C:2]1[O:6][C:5]([C:7]([O:9]C)=[O:8])=[CH:4][CH:3]=1.[OH-].[K+]>CO.O>[CH3:1][C:2]1[O:6][C:5]([C:7]([OH:9])=[O:8])=[CH:4][CH:3]=1 |f:1.2|. Reported procedure: Methyl 5-methyl-2-furoate (3.68g, 26.29mmol) in methanol (30ml) was treated with a solution of potassium hydroxide (2.80g, 50.0mmol) in water (15ml) and the mixture stirred for 2h at room temperature. The methanol was evaporated in vacuo, the residue dissolved in water and washed with ethyl acetate. The aqueous phase was acidified with 5N hydrochloric acid, and the product extracted with ethyl acetate (x3). The combined organic solutions were dried and concentrated to yield the title compound as...